This data is from the Open Reaction Database (ORD), a public repository of structured organic reaction records. The task is: describe an organic reaction: reactants, conditions, products, and yield Reactants: [BH3-]C#N, CO, [Cl-], [Cl-], O=[N+]([O-])c1ccc(OC2CCNCC2)cc1, [Na+], O=C1CCCC1, [Zn+2]. RXN SMILES: [C:28]([BH3-:29])#[N:30].[CH3:23][OH:24].[Cl-:25].[Cl-:26].[N+:1](=[O:2])([O-:3])[c:4]1[cH:5][cH:6][c:7]([O:8][CH:9]2[CH2:10][CH2:11][NH:12][CH2:13][CH2:14]2)[cH:15][cH:16]1.[Na+:31].[O:17]=[C:18]1[CH2:19][CH2:20][CH2:21][CH2:22]1.[Zn+2:27]>>[N+:1](=[O:2])([O-:3])[c:4]1[cH:5][cH:6][c:7]([O:8][CH:9]2[CH2:10][CH2:11][N:12]([CH:18]3[CH2:19][CH2:20][CH2:21][CH2:22]3)[CH2:13][CH2:14]2)[cH:15][cH:16]1. The product is O=[N+]([O-])c1ccc(OC2CCN(C3CCCC3)CC2)cc1. The reactants are C(C)(C)(C)OC(=O)N(C1=NC=CC2=CC(=CC=C12)NC(C(=O)N[C@H](CC(=O)OCC)C1=CC(=CC=C1)[N+](=O)[O-])C1=CC(=C(C(=C1)C)CCO)C)C(=O)OC(C)(C)C ((3R)-ethyl 3-(2-(1-(bis(tert-butoxycarbonyl)amino)isoquinolin-6-ylamino)-2-(4-(2-hydroxyethyl)-3,5-dimethylphenyl)acetamido)-3-(3-nitrophenyl)propanoate). The reagents and catalysts are [Pd] (Pd/C). Run in CO (MeOH). The product is NC=1C=C(C=CC1)[C@@H](CC(=O)OCC)NC(C(C1=CC(=C(C(=C1)C)CCO)C)NC=1C=C2C=CN=C(C2=CC1)N(C(=O)OC(C)(C)C)C(=O)OC(C)(C)C)=O ((3R)-ethyl 3-(3-aminophenyl)-3-(2-(1-(bis(tert-butoxycarbonyl)amino)isoquinolin-6-ylamino)-2-(4-(2-hydroxyethyl)-3,5-dimethylphenyl)acetamido)propanoate). Isolated yield 71.5%. RXN SMILES: [C:1]([O:5][C:6]([N:8]([C:51]([O:53][C:54]([CH3:57])([CH3:56])[CH3:55])=[O:52])[C:9]1[C:18]2[C:13](=[CH:14][C:15]([NH:19][CH:20]([C:40]3[CH:45]=[C:44]([CH3:46])[C:43]([CH2:47][CH2:48][OH:49])=[C:42]([CH3:50])[CH:41]=3)[C:21]([NH:23][C@@H:24]([C:31]3[CH:36]=[CH:35][CH:34]=[C:33]([N+:37]([O-])=O)[CH:32]=3)[CH2:25][C:26]([O:28][CH2:29][CH3:30])=[O:27])=[O:22])=[CH:16][CH:17]=2)[CH:12]=[CH:11][N:10]=1)=[O:7])([CH3:4])([CH3:3])[CH3:2]>CO.[Pd]>[NH2:37][C:33]1[CH:32]=[C:31]([C@H:24]([NH:23][C:21](=[O:22])[CH:20]([NH:19][C:15]2[CH:14]=[C:13]3[C:18](=[CH:17][CH:16]=2)[C:9]([N:8]([C:6]([O:5][C:1]([CH3:4])([CH3:3])[CH3:2])=[O:7])[C:51]([O:53][C:54]([CH3:56])([CH3:57])[CH3:55])=[O:52])=[N:10][CH:11]=[CH:12]3)[C:40]2[CH:45]=[C:44]([CH3:46])[C:43]([CH2:47][CH2:48][OH:49])=[C:42]([CH3:50])[CH:41]=2)[CH2:25][C:26]([O:28][CH2:29][CH3:30])=[O:27])[CH:36]=[CH:35][CH:34]=1. Procedure details: A solution of 50D (580 mg, 0.74 mmol) in MeOH (30 mL) with Pd/C (35 mg) was stirred under H2 (50 psi) for 2 h. The reaction mixture was filtered and concentrated in vacuo. The crude solid was purified by flash chromatography (0% to 20% MeOH in CH2Cl2) to afford 50E (400 mg, 72%) as a yellow solid. MS (ESI) m/z 756.6 (M+H)+. The reactants are ClC1=NC(=NC(=C1)C(F)(F)F)C=1C=NC=CC1 (4-chloro-2-(3-pyridinyl)-6-trifluoromethyl-pyrimidine), NC1=NNC=C1 (3-amino pyrazole). Yields the product N1N=C(C=C1)NC1=NC(=NC(=C1)C(F)(F)F)C=1C=NC=CC1 (4-(1H-3-Pyrazolyl-amino)-2-(3-pyridinyl)-6-trifluoromethyl-pyrimidine). RXN SMILES: Cl[C:2]1[CH:7]=[C:6]([C:8]([F:11])([F:10])[F:9])[N:5]=[C:4]([C:12]2[CH:13]=[N:14][CH:15]=[CH:16][CH:17]=2)[N:3]=1.[NH2:18][C:19]1[CH:23]=[CH:22][NH:21][N:20]=1>>[NH:21]1[CH:22]=[CH:23][C:19]([NH:18][C:2]2[CH:7]=[C:6]([C:8]([F:11])([F:10])[F:9])[N:5]=[C:4]([C:12]3[CH:13]=[N:14][CH:15]=[CH:16][CH:17]=3)[N:3]=2)=[N:20]1. Procedure: The title compound was prepared from 4-chloro-2-(3-pyridinyl)-6-trifluoromethyl-pyrimidine (75 mg, 0.289 mmol) and 3-amino pyrazole (31 mg, 0.373 mmol) similar to Example 166 and was isolated as a white solid (mp 230° C. decompose, 31 mg, 0.101 mmol, 35%). 1H NMR (DMSO-d6) 9.62 (d, J=1.2 Hz, 1H), 8.77 (m, 3H), 7.71 (s, 1H), 7.62 (dd, J=4.5, 7.5 Hz, 1H), 6.09 (d, J=3 Hz, 1H), 5.89 (s, 1H). Starting materials: CC(C)(C)OC(=O)N1CCOC(COC(=O)N2CCN(c3ccc(F)cc3F)CC2)C1, ClCCl, O=C(O)C(F)(F)F, [K+], [K+], O=C([O-])[O-]. The product is O=C(OCC1CNCCO1)N1CCN(c2ccc(F)cc2F)CC1. As a reaction SMILES: [C:1]([O:2][C:3](=[O:4])[N:8]1[CH2:9][CH:10]([CH2:14][O:15][C:16](=[O:17])[N:18]2[CH2:19][CH2:20][N:21]([c:24]3[c:25]([F:31])[cH:26][c:27]([F:30])[cH:28][cH:29]3)[CH2:22][CH2:23]2)[O:11][CH2:12][CH2:13]1)([CH3:5])([CH3:6])[CH3:7].[Cl:45][CH2:46][Cl:47].[F:32][C:33]([F:34])([F:35])[C:36]([OH:37])=[O:38].[K+:39].[K+:40].[O-:41][C:42]([O-:43])=[O:44]>>[NH:8]1[CH2:9][CH:10]([CH2:14][O:15][C:16](=[O:17])[N:18]2[CH2:19][CH2:20][N:21]([c:24]3[c:25]([F:31])[cH:26][c:27]([F:30])[cH:28][cH:29]3)[CH2:22][CH2:23]2)[O:11][CH2:12][CH2:13]1. The reactants are O=C([O-])[O-], COc1ccc(S)cc1, CCOC(C)=O, CC(C)O, Cl, O=C(O)c1cccc(I)c1, [K+], [K+], O, OCCO. Product: COc1ccc(Sc2cccc(C(=O)O)c2)cc1. As a reaction SMILES: [C:1](=[O:2])([O-:3])[O-:4].[CH3:21][O:22][c:23]1[cH:24][cH:25][c:26]([SH:29])[cH:27][cH:28]1.[CH3:32][CH2:33][O:34][C:35](=[O:36])[CH3:37].[CH3:38][CH:39]([OH:40])[CH3:41].[ClH:30].[I:7][c:8]1[cH:9][c:10]([C:11](=[O:12])[OH:13])[cH:14][cH:15][cH:16]1.[K+:5].[K+:6].[OH2:31].[OH:17][CH2:18][CH2:19][OH:20]>>[c:8]1([S:29][c:26]2[cH:25][cH:24][c:23]([O:22][CH3:21])[cH:28][cH:27]2)[cH:9][c:10]([C:11](=[O:12])[OH:13])[cH:14][cH:15][cH:16]1. Starting materials: BrCC1=NNC=C1 (3-bromomethylpyrazole), C(#N)NC(SC)=NC (N-cyano-N',S-dimethylisothiourea), C(CN)N (ethylenediamine), N1N=C(C=C1)CNCCN (N-(3-pyrazolylmethyl)ethylenediamine). The product is C(#N)NC(=NCCNCC1=NNC=C1)NC (N-cyano-N'-methyl-N"-[2-(3-pyrazolylmethylamino)ethyl]guanidine). As a reaction SMILES: BrCC1C=CNN=1.C(N)CN.[NH:12]1[CH:16]=[CH:15][C:14]([CH2:17][NH:18][CH2:19][CH2:20][NH2:21])=[N:13]1.[C:22]([NH:24][C:25](=[N:28][CH3:29])SC)#[N:23]>>[C:22]([NH:24][C:25]([NH:28][CH3:29])=[N:21][CH2:20][CH2:19][NH:18][CH2:17][C:14]1[CH:15]=[CH:16][NH:12][N:13]=1)#[N:23]. Procedure: Reacting 3-bromomethylpyrazole with ethylenediamine by the procedure of Example 34 and reacting the resulting N-(3-pyrazolylmethyl)ethylenediamine with N-cyano-N',S-dimethylisothiourea by the procedure of Example 3(d) gives N-cyano-N'-methyl-N"-[2-(3-pyrazolylmethylamino)ethyl]guanidine. Hydrolysis of this compound by the procedure of Example 3(e) gives N-methyl-N'-[2-(3-pyrazolylmethylamino)ethyl]guanidine trihydrochloride.